Dataset: the Open Reaction Database (ORD), a public repository of structured organic reaction records. Task: describe an organic reaction: reactants, conditions, products, and yield Reactants: O[C@H]1[C@@H](C[C@@H]([C@H]1O)OC)OC1=NC(=NC2=CC=CC=C12)N1CCNCC1 (4-[(1R,2R,3S,4S)-(2,3-dihydroxy-4-methoxycyclopentan-1-yl)oxy]-2-(1-piperazinyl)quinazoline), C(\C=C\C(=O)O)(=O)O (fumaric acid). The solvent is C(C)O (ethanol). Reaction conditions: time 10 minute. Yields the product O[C@@H]1[C@H](C[C@H]([C@@H]1O)OC)OC1=NC(=NC2=CC=CC=C12)N1CCNCC1 (4-[(1S,2S,3R,4R)-(2,3-Dihydroxy-4-methoxy-cyclopentan-1-yl)oxy]-2-(1-piperazinyl)quinazoline). Yield: 70.4%. RXN SMILES: [OH:1][C@@H:2]1[C@H:6]([OH:7])[C@@H:5]([O:8][CH3:9])[CH2:4][C@H:3]1[O:10][C:11]1[C:20]2[C:15](=[CH:16][CH:17]=[CH:18][CH:19]=2)[N:14]=[C:13]([N:21]2[CH2:26][CH2:25][NH:24][CH2:23][CH2:22]2)[N:12]=1.C(O)(=O)/C=C/C(O)=O>C(O)C>[OH:1][C@H:2]1[C@@H:6]([OH:7])[C@H:5]([O:8][CH3:9])[CH2:4][C@@H:3]1[O:10][C:11]1[C:20]2[C:15](=[CH:16][CH:17]=[CH:18][CH:19]=2)[N:14]=[C:13]([N:21]2[CH2:22][CH2:23][NH:24][CH2:25][CH2:26]2)[N:12]=1. Procedure: To a solution of 4-[(1R,2R,3S,4S)-(2,3-dihydroxy-4-methoxycyclopentan-1-yl)oxy]-2-(1-piperazinyl)quinazoline [cf. Example 39] (550 mg) in ethanol (5.5 ml) is added fumaric acid (94 mg), and the mixture is stirred at room temperature for 10 minutes. The precipitated crystals are separated by filtration, and the crystals are recrystallized from water-ethanol to give 4-[(1R,2R,3S,4S)-(2,3-dihydroxy-4-methoxycyclopentan-1-yl)oxy]-2-(1-piperazinyl)quinazoline 1/2 fumarate (387 mg) as crystals. Reactants: C(C)(C)(C)[Mg]Cl (tert-butylmagnesium chloride), [PdCl(π-allyl)]2, solution, Teflon, N1C=CC2=CC=CC=C12 (Indole), C1(=CC=CC=C1)C (toluene), ClC1=CC=CC=C1 (chlorobenzene). The reagents and catalysts are CC1(CC1(C2=CC=CC=C2)C3=CC=CC=C3)P(C(C)(C)C)C(C)(C)C (cBRIDP). Solvent: C1CCOC1 (THF), O (water). Run at temperature 5 celsius. Yields the product C1(=CC=CC=C1)C=1NC2=CC=CC=C2C1 (phenylindole). Yield: 96.0%. As a reaction SMILES: [NH:1]1[C:9]2[C:4](=[CH:5][CH:6]=[CH:7][CH:8]=2)[CH:3]=[CH:2]1.[C:10]1(C)[CH:15]=[CH:14][CH:13]=[CH:12][CH:11]=1.C([Mg]Cl)(C)(C)C.ClC1C=CC=CC=1>CC1(P(C(C)(C)C)C(C)(C)C)C(C2C=CC=CC=2)(C2C=CC=CC=2)C1.O.C1COCC1>[C:10]1([C:2]2[NH:1][C:9]3[C:4]([CH:3]=2)=[CH:5][CH:6]=[CH:7][CH:8]=3)[CH:15]=[CH:14][CH:13]=[CH:12][CH:11]=1. Procedure details: [PdCl(π-allyl)]2 (15.6 mg, 0.1 mol %) and cBRIDP (60.2 mg, 0.4 mol %) were placed into a 50 mL, two-necked, round bottomed flask equipped a gas inlet, and the flask was evacuated and filled with nitrogen. Subsequently, to the mixture was added dehydrated THF (11 mL) to prepare a catalyst solution. A 200 mL, four-necked, round-bottomed flask equipped with a Teflon® coated magnetic stirring bar, condenser, dropping funnel, thermometer, and a gas inlet was evacuated and filled with nitrogen. Indole... Product: C(=O)(O)CN1C(C(N=C(C2=C1C=CC=C2)C2=C(C=CC=C2)F)NC(=O)NC2=CC(=CC=C2)C)=O (N-[(3RS)-1-carboxymethyl-5-(2-fluorophenyl)-2,3-dihydro-2-oxo-1H-1,4-benzodiazepin-3-yl]-N'-(3-methylphenyl)urea). Run in C(C)O (ethanol), C1CCOC1 (THF). Yield: 96.8%. Reactants: C(C)OC(=O)CN1C(C(N=C(C2=C1C=CC=C2)C2=C(C=CC=C2)F)NC(=O)NC2=CC(=CC=C2)C)=O (N-[(3RS)-1-ethoxycarbonylmethyl-5-(2-fluorophenyl)-2,3-dihydro-2-oxo-1H-1,4-benzodiazepin-3-yl ]-N'-(3-methylphenyl)urea), [OH-].[Na+] (sodium hydroxide). Procedure details: To a suspension of N-[(3RS)-1-ethoxycarbonylmethyl-5-(2-fluorophenyl)-2,3-dihydro-2-oxo-1H-1,4-benzodiazepin-3-yl ]-N'-(3-methylphenyl)urea (5.71 g) in a mixture of ethanol (57 ml) and THF (43 ml) was added 1N aqueous sodium hydroxide solution (47 ml) under stirring at ambient temperature. The mixture was stirred under the same condition for 1 hour and the organic solvent was removed in vacuo. The residual aqueous solution was acidified with 6N aqueous hydrochloric acid and extracted with ethyl ... Reaction SMILES: C([O:3][C:4]([CH2:6][N:7]1[C:13]2[CH:14]=[CH:15][CH:16]=[CH:17][C:12]=2[C:11]([C:18]2[CH:23]=[CH:22][CH:21]=[CH:20][C:19]=2[F:24])=[N:10][CH:9]([NH:25][C:26]([NH:28][C:29]2[CH:34]=[CH:33][CH:32]=[C:31]([CH3:35])[CH:30]=2)=[O:27])[C:8]1=[O:36])=[O:5])C.[OH-].[Na+]>C(O)C.C1COCC1>[C:4]([CH2:6][N:7]1[C:13]2[CH:14]=[CH:15][CH:16]=[CH:17][C:12]=2[C:11]([C:18]2[CH:23]=[CH:22][CH:21]=[CH:20][C:19]=2[F:24])=[N:10][CH:9]([NH:25][C:26]([NH:28][C:29]2[CH:34]=[CH:33][CH:32]=[C:31]([CH3:35])[CH:30]=2)=[O:27])[C:8]1=[O:36])([OH:5])=[O:3] |f:1.2|. Reactants: C(C)(C)(C)OC(NS(=O)(=O)OC[C@H]1CC([C@@H]2OC(O[C@@H]21)(C)C)NC2=CC=NC=1N2N=C(C1)C1=CC(=CC=C1)SC(F)(F)F)=O (tert-butyl-[({(3aR,4R,6aS)-2,2-dimethyl-6-[(2-{3-(trifluoromethylthio)phenyl}pyrazolo[1,5-a]pyrimidin-7-yl)amino]tetrahydro-3aH-cyclopenta[d][1,3]dioxol-4-yl}methoxy)sulfonyl]carbamate), P(O)(O)(O)=O (phosphoric acid), C(C)(=O)OCC (ethyl acetate), C(=O)([O-])[O-].[Na+].[Na+] (Na2CO3). Solvent: C(C)#N (acetonitrile), O (water). Conditions: time 4 hour. Product: S(N)(OC[C@@H]1[C@H]([C@H]([C@@H](C1)NC1=CC=NC=2N1N=C(C2)C2=CC(=CC=C2)SC(F)(F)F)O)O)(=O)=O (((1R,2R,3S,4R)-2,3-dihydroxy-4-(2-(3-(trifluoromethylthio)-phenyl)pyrazolo[1,5-a]pyrimidin-7-ylamino)cyclopentyl)methyl sulfamate). RXN SMILES: C(OC(=O)[NH:7][S:8]([O:11][CH2:12][C@@H:13]1[C@@H:20]2[C@@H:16]([O:17]C(C)(C)[O:19]2)[CH:15]([NH:23][C:24]2[N:29]3[N:30]=[C:31]([C:33]4[CH:38]=[CH:37][CH:36]=[C:35]([S:39][C:40]([F:43])([F:42])[F:41])[CH:34]=4)[CH:32]=[C:28]3[N:27]=[CH:26][CH:25]=2)[CH2:14]1)(=[O:10])=[O:9])(C)(C)C.P(=O)(O)(O)O.C(OCC)(=O)C.C([O-])([O-])=O.[Na+].[Na+]>C(#N)C.O>[S:8](=[O:10])(=[O:9])([O:11][CH2:12][C@H:13]1[CH2:14][C@@H:15]([NH:23][C:24]2[N:29]3[N:30]=[C:31]([C:33]4[CH:38]=[CH:37][CH:36]=[C:35]([S:39][C:40]([F:43])([F:42])[F:41])[CH:34]=4)[CH:32]=[C:28]3[N:27]=[CH:26][CH:25]=2)[C@H:16]([OH:17])[C@@H:20]1[OH:19])[NH2:7] |f:3.4.5|. Reported procedure: To a solution of tert-butyl-[({(3aR,4R,6aS)-2,2-dimethyl-6-[(2-{3-(trifluoromethylthio)phenyl}pyrazolo[1,5-a]pyrimidin-7-yl)amino]tetrahydro-3aH-cyclopenta[d][1,3]dioxol-4-yl}methoxy)sulfonyl]carbamate (4.0 g) in acetonitrile (20.0 mL) at 0° C. was added phosphoric acid (20.0 mL) while maintaining the temperature below 10° C. This mixture was warmed to ambient temperature and stirred for 4 hours. At this time HPLC analysis showed that <1% starting material or reaction intermediates remained. To ... The solvent is O1CCCC1 (tetrahydrofuran). Procedure: To anhydrous cerium chloride (3.16 g, 12.8 mmol) dry tetrahydrofuran (50 mL) was added with stirring under argon and stirring was continued for 2 hours at room temperature. The resultant suspension was then cooled to -78° C., and 6.4 mL of n-butyllithium (2.0M in pentane) was added with stirring, whereupon the color of the suspension turned from white to yellow. After maintaining the same temperature for 30 minutes, (2,6-dimethyl-4-methoxyphenyl)-(3-isopropyl-4-methoxyphenyl) methanone (10) (1 g... The reactants are CC1=C(C(=CC(=C1)OC)C)C(=O)C1=CC(=C(C=C1)OC)C(C)C ((2,6-dimethyl-4-methoxyphenyl)-(3-isopropyl-4-methoxyphenyl) methanone), [Cl-].[Ce+3].[Cl-].[Cl-] (cerium chloride), [NH4+].[Cl-] (NH4Cl), resultant suspension, C(CCC)[Li] (n-butyllithium). Reaction SMILES: [Cl-].[Ce+3].[Cl-].[Cl-].[CH2:5]([Li])[CH2:6][CH2:7][CH3:8].[CH3:10][C:11]1[CH:16]=[C:15]([O:17][CH3:18])[CH:14]=[C:13]([CH3:19])[C:12]=1[C:20]([C:22]1[CH:27]=[CH:26][C:25]([O:28][CH3:29])=[C:24]([CH:30]([CH3:32])[CH3:31])[CH:23]=1)=[O:21].[NH4+].[Cl-]>O1CCCC1>[CH3:10][C:11]1[CH:16]=[C:15]([O:17][CH3:18])[CH:14]=[C:13]([CH3:19])[C:12]=1[C:20]([C:22]1[C:27]([CH2:5][CH2:6][CH2:7][CH3:8])=[CH:26][C:25]([O:28][CH3:29])=[C:24]([CH:30]([CH3:32])[CH3:31])[CH:23]=1)=[O:21] |f:0.1.2.3,6.7|. Run at time 2 hour. The yield is 43.0%. The product is CC1=C(C(=CC(=C1)OC)C)C(=O)C1=CC(=C(C=C1CCCC)OC)C(C)C ((2,6-dimethyl-4-methoxyphenyl)-(6-n-butyl-3-isopropyl-4-methoxyphenyl) methanone). Reactants: Cl.N1=C(C=CC=C1)CN1C=C(C=C1C(C1=CC=C(C=C1)Cl)=O)C(=O)OCC (Ethyl 1-(2-pyridylmethyl)-5-(4-chlorobenzoyl)-pyrrole-3-carboxylate hydrochloride), O1CCOCC1 (dioxane), [Se](=O)=O (selenium dioxide). Run in O (water). Yields the product ClC1=CC=C(C(=O)C2=CC(=CN2)C(=O)OCC)C=C1 (ethyl 5-(4-chlorobenzoyl)pyrrole-3-carboxylate). Yield: 97.3%. Reaction SMILES: Cl.N1C=CC=CC=1C[N:9]1[C:13]([C:14](=[O:22])[C:15]2[CH:20]=[CH:19][C:18]([Cl:21])=[CH:17][CH:16]=2)=[CH:12][C:11]([C:23]([O:25][CH2:26][CH3:27])=[O:24])=[CH:10]1.O1CCOCC1.[Se](=O)=O>O>[Cl:21][C:18]1[CH:19]=[CH:20][C:15]([C:14]([C:13]2[NH:9][CH:10]=[C:11]([C:23]([O:25][CH2:26][CH3:27])=[O:24])[CH:12]=2)=[O:22])=[CH:16][CH:17]=1 |f:0.1|. Procedure: Ethyl 1-(2-pyridylmethyl)-5-(4-chlorobenzoyl)-pyrrole-3-carboxylate hydrochloride (4.05 g.) was combined with 150 ml. of dioxane, 5 ml. of water and 10 g. of selenium dioxide and refluxed for 18 hours. The reaction mixture was filtered, the filtrate diluted with 150 ml. of ether and 150 ml. of water, and equilibrated. The organic phase was separated, back-washed with two 100 ml. portions of water, and concentrated to yield solid ethyl 5-(4-chlorobenzoyl)pyrrole-3-carboxylate (2.7 g., Rf 0.55 on ...